This data is from the Open Reaction Database (ORD), a public repository of structured organic reaction records. The task is: describe an organic reaction: reactants, conditions, products, and yield Starting materials: BrC=1C=C(C(=NC1)C(=O)OC)CBr (methyl 5-bromo-3-(bromomethyl)pyridine-2-carboxylate), N[C@H](CN1C(C2=CC=CC=C2C1=O)=O)CC1=CC(=CC=C1)F (2-[(2S)-2-amino-3-(3-fluorophenyl)propyl]-1H-isoindole-1,3(2H)-dione), C(C)(C)N(C(C)C)CC (N,N-diisopropylethylamine). Solvent: C(CCC)O (1-butanol). Conditions: temperature 120 celsius, time 2 hour. Product: BrC=1C=C2C(=NC1)C(N(C2)[C@H](CN2C(C1=CC=CC=C1C2=O)=O)CC2=CC(=CC=C2)F)=O (2-[(2S)-2-(3-bromo-7-oxo-5,7-dihydro-6H-pyrrolo[3,4-b]pyridin-6-yl)-3-(3-fluorophenyl)propyl]-1H-isoindole-1,3(2H)-dione). Yield: 60.0%. RXN SMILES: [Br:1][C:2]1[CH:3]=[C:4]([CH2:12]Br)[C:5]([C:8]([O:10]C)=O)=[N:6][CH:7]=1.[NH2:14][C@@H:15]([CH2:28][C:29]1[CH:34]=[CH:33][CH:32]=[C:31]([F:35])[CH:30]=1)[CH2:16][N:17]1[C:25](=[O:26])[C:24]2[C:19](=[CH:20][CH:21]=[CH:22][CH:23]=2)[C:18]1=[O:27].C(N(CC)C(C)C)(C)C>C(O)CCC>[Br:1][C:2]1[CH:3]=[C:4]2[CH2:12][N:14]([C@@H:15]([CH2:28][C:29]3[CH:34]=[CH:33][CH:32]=[C:31]([F:35])[CH:30]=3)[CH2:16][N:17]3[C:25](=[O:26])[C:24]4[C:19](=[CH:20][CH:21]=[CH:22][CH:23]=4)[C:18]3=[O:27])[C:8](=[O:10])[C:5]2=[N:6][CH:7]=1. Procedure: A mixture of methyl 5-bromo-3-(bromomethyl)pyridine-2-carboxylate (500.0 mg, 1.618 mmol), 2-[(2S)-2-amino-3-(3-fluorophenyl)propyl]-1H-isoindole-1,3(2H)-dione (482.8 mg, 1.618 mmol) and N,N-diisopropylethylamine (0.564 mL, 3.24 mmol) in 1-butanol (10.0 mL) was stirred at 120° C. for 2 h under microwave. Purification by combi-flash chromatography gave 0.48 g (61% yield) of the desired product. LC-MS found: 494.1 (M+H)+. Starting materials: CC(C)C[AlH]CC(C)C (DIBAH), [OH-].[Na+] (NaOH), C(=O)(O)[O-].[Na+] (NaHCO3), ClC=1C(=NC=C(C(=O)OC)C1)OC(F)F (methyl 5-chloro-6-(difluoromethoxy)nicotinate). Run in C1(=CC=CC=C1)C (toluene), O (water), C1(=CC=CC=C1)C (toluene). Reaction conditions: temperature -78 celsius, time 5 minute. The product is ClC=1C=C(C=NC1OC(F)F)CO ((5-chloro-6-(difluoromethoxy)pyridin-3-yl)methanol). RXN SMILES: [Cl:1][C:2]1[C:3]([O:12][CH:13]([F:15])[F:14])=[N:4][CH:5]=[C:6]([CH:11]=1)[C:7](OC)=[O:8].CC(C[AlH]CC(C)C)C.[OH-].[Na+].C([O-])(O)=O.[Na+]>C1(C)C=CC=CC=1.O>[Cl:1][C:2]1[CH:11]=[C:6]([CH2:7][OH:8])[CH:5]=[N:4][C:3]=1[O:12][CH:13]([F:14])[F:15] |f:2.3,4.5|. Procedure: A cooled (−78° C.) solution of methyl 5-chloro-6-(difluoromethoxy)nicotinate (4.080 g; 17.17 mmol) in anh. toluene (110 ml) was treated dropwise with a solution of 1 M DIBAH in toluene (60.30 ml; 60.30 mmol), and the resulting mixture was further stirred at −78° C., under nitrogen, for 5 min., and then at 0° C. for 3 h. The obtained mixture was treated successively with water (55 ml), 1 M aq. NaOH (11 ml), and aq. sat. NaHCO3 (100 ml). The separated aq. layer was further extracted with Et2O (2×1... Starting materials: CC(=O)O, [K+], NCCNc1ccc([N+](=O)[O-])cc1Cl, [N-]=C=O, O. Product: NC(=O)NCCNc1ccc([N+](=O)[O-])cc1Cl. Reaction SMILES: [CH3:20][C:21](=[O:22])[OH:23].[K+:18].[N+:1](=[O:2])([O-:3])[c:4]1[cH:5][c:6]([Cl:14])[c:7]([NH:8][CH2:9][CH2:10][NH2:11])[cH:12][cH:13]1.[N-:15]=[C:16]=[O:17].[OH2:19]>>[N+:1](=[O:2])([O-:3])[c:4]1[cH:5][c:6]([Cl:14])[c:7]([NH:8][CH2:9][CH2:10][NH:11][C:16]([NH2:15])=[O:17])[cH:12][cH:13]1. Reactants: FC1=C(C=CC(=C1)SC)N (2-fluoro-4-methylsulfanyl-phenyl amine), [Li+].C[Si](C)(C)[N-][Si](C)(C)C (LHMDS), COC(C=1C(=C(C(=O)O)C=CC1F)F)OC (3-dimethoxymethyl-2,4-difluoro-benzoic acid), resultant mixture. Product: FC1=C(C(=C(C(=O)O)C=C1)NC1=C(C=C(C=C1)SC)F)C=O (4-Fluoro-2-(2-fluoro-4-methylsulfanyl-phenylamino)-3-formyl-benzoic acid). Run at time 18 hour. Reported procedure: To a cold (−78° C.) solution of 2-fluoro-4-methylsulfanyl-phenyl amine (1.55 g, 9.9 mmol) in THF (15 mL) was added LHMDS (9.9 mL, 1.0 M solution in hexanes 9.9 mmol) dropwise so as to maintain the temperature below −65° C. After stirring for 30 minutes a solution of 3-dimethoxymethyl-2,4-difluoro-benzoic acid (700 mg, 3.0 mmol) in THF (15 mL) was added dropwise, the resultant mixture stirred cold for 3 hours then allowed to warm to room temperature and stirred for 18 hours. The reaction was quen... Run in C1CCOC1 (THF), C1CCOC1 (THF). As a reaction SMILES: [F:1][C:2]1[CH:7]=[C:6]([S:8][CH3:9])[CH:5]=[CH:4][C:3]=1[NH2:10].[Li+].C[Si]([N-][Si](C)(C)C)(C)C.C[O:22][CH:23](OC)[C:24]1[C:25](F)=[C:26]([CH:30]=[CH:31][C:32]=1[F:33])[C:27]([OH:29])=[O:28]>C1COCC1>[F:33][C:32]1[CH:31]=[CH:30][C:26]([C:27]([OH:29])=[O:28])=[C:25]([NH:10][C:3]2[CH:4]=[CH:5][C:6]([S:8][CH3:9])=[CH:7][C:2]=2[F:1])[C:24]=1[CH:23]=[O:22] |f:1.2|. The yield is 10.8%. The reactants are CONC1=C(C=NC=2CCCCC12)C(NC1=CC=C(C=C1)Cl)=O (4-(O-methylhydroxylamino)-3-(N-p-chlorophenylcarbamoyl)-5,6,7,8-tetrahydroquinoline), C1(=CC=CC=C1)OC1=CC=CC=C1.C1(=CC=CC=C1)C1=CC=CC=C1 (diphenyl ether biphenyl). Conditions: time 1 hour. Yields the product Cl.ClC1=CC=C(C=C1)N1N=C2C(=CNC=3CCCCC23)C1=O (2-p-chlorophenyl-2,3,6,7,8,9-hexahydropyrazolo[4,3-c]quinolin-3(5H)-one hydrochloride). Reaction SMILES: CO[NH:3][C:4]1[C:13]2[CH2:12][CH2:11][CH2:10][CH2:9][C:8]=2[N:7]=[CH:6][C:5]=1[C:14](=[O:23])[NH:15][C:16]1[CH:21]=[CH:20][C:19]([Cl:22])=[CH:18][CH:17]=1.C1(OC2C=CC=CC=2)C=CC=CC=1.C1(C2C=CC=CC=2)C=CC=CC=1>>[ClH:22].[Cl:22][C:19]1[CH:20]=[CH:21][C:16]([N:15]2[C:14](=[O:23])[C:5]3=[CH:6][NH:7][C:8]4[CH2:9][CH2:10][CH2:11][CH2:12][C:13]=4[C:4]3=[N:3]2)=[CH:17][CH:18]=1 |f:1.2,3.4|. Procedure: The mixture of 0.3 g of 4-(O-methylhydroxylamino)-3-(N-p-chlorophenylcarbamoyl)-5,6,7,8-tetrahydroquinoline and 15 mL of eutectic diphenyl ether-biphenyl is heated to 240° for 2 hours under nitrogen. It is cooled to room temperature, concentrated under high vacuum, and the residue is diluted with 100 mL of petroleum ether, and filtered. The collected solid is stirred with 15 mL of diethyl ether and 3 mL of 2N aqueous sodium hydroxide for 1 hour, filtered to remove insoluble material and the laye...